Dataset: the Open Reaction Database (ORD), a public repository of structured organic reaction records. Task: describe an organic reaction: reactants, conditions, products, and yield Reactants: O=C(c1csc(Br)c1)N1CCCC2CCCCC21, O=C([O-])[O-], Cc1n[nH]cc1B1OC(C)(C)C(C)(C)O1, COCCOC, [Cs+], [Cs+], O, [Pd], c1ccc(P(c2ccccc2)c2ccccc2)cc1, c1ccc(P(c2ccccc2)c2ccccc2)cc1, c1ccc(P(c2ccccc2)c2ccccc2)cc1, c1ccc(P(c2ccccc2)c2ccccc2)cc1. Product: Cc1n[nH]cc1-c1cc(C(=O)N2CCCC3CCCCC32)cs1. As a reaction SMILES: [Br:1][c:2]1[cH:3][c:4]([C:7](=[O:8])[N:9]2[CH2:10][CH2:11][CH2:12][CH:13]3[CH2:14][CH2:15][CH2:16][CH2:17][CH:18]23)[cH:5][s:6]1.[C:34](=[O:35])([O-:36])[O-:37].[CH3:19][c:20]1[n:21][nH:22][cH:23][c:24]1[B:25]1[O:26][C:27]([CH3:28])([CH3:29])[C:30]([CH3:31])([CH3:32])[O:33]1.[CH3:41][O:42][CH2:43][CH2:44][O:45][CH3:46].[Cs+:38].[Cs+:39].[OH2:40].[Pd:123].[c:104]1([P:105]([c:106]2[cH:107][cH:108][cH:109][cH:110][cH:111]2)[c:112]2[cH:113][cH:114][cH:115][cH:116][cH:117]2)[cH:118][cH:119][cH:120][cH:121][cH:122]1.[c:47]1([P:48]([c:49]2[cH:50][cH:51][cH:52][cH:53][cH:54]2)[c:55]2[cH:56][cH:57][cH:58][cH:59][cH:60]2)[cH:61][cH:62][cH:63][cH:64][cH:65]1.[c:66]1([P:67]([c:68]2[cH:69][cH:70][cH:71][cH:72][cH:73]2)[c:74]2[cH:75][cH:76][cH:77][cH:78][cH:79]2)[cH:80][cH:81][cH:82][cH:83][cH:84]1.[c:85]1([P:86]([c:87]2[cH:88][cH:89][cH:90][cH:91][cH:92]2)[c:93]2[cH:94][cH:95][cH:96][cH:97][cH:98]2)[cH:99][cH:100][cH:101][cH:102][cH:103]1>>[c:2]1(-[c:24]2[c:20]([CH3:19])[n:21][nH:22][cH:23]2)[cH:3][c:4]([C:7](=[O:8])[N:9]2[CH2:10][CH2:11][CH2:12][CH:13]3[CH2:14][CH2:15][CH2:16][CH2:17][CH:18]23)[cH:5][s:6]1. Reactants: C(C)(C)C=1C(NC(NC1C(C1=CC(=CC(=C1)C)C)=O)=O)=O (5-Isopropyl-6-(3,5-dimethylbenzoyl)-2,4-pyrimidinedione), [Si](C)(C)(C(C)(C)C)OCC1C=C(CC1CO[Si](C)(C)C(C)(C)C)CBr ([3,4-di(t-butyldimethylsilyloxymethyl)cyclopent-1-en-1-yl]methyl bromide). Yields the product OCC1C=C(CC1CO)CN1C(NC(C(=C1C(C1=CC(=CC(=C1)C)C)=O)C(C)C)=O)=O (1-{[3,4-Di(hydroxymethyl)cyclopent-1-en-1-yl]methyl}-5-isopropyl-6-(3,5-dimethylbenzoyl)-2,4-pyrimidinedione). Isolated yield 26.3%. Reaction SMILES: [CH:1]([C:4]1[C:5](=[O:21])[NH:6][C:7](=[O:20])[NH:8][C:9]=1[C:10](=[O:19])[C:11]1[CH:16]=[C:15]([CH3:17])[CH:14]=[C:13]([CH3:18])[CH:12]=1)([CH3:3])[CH3:2].[Si]([O:29][CH2:30][CH:31]1[CH:35]([CH2:36][O:37][Si](C(C)(C)C)(C)C)[CH2:34][C:33]([CH2:45]Br)=[CH:32]1)(C(C)(C)C)(C)C>>[OH:29][CH2:30][CH:31]1[CH:35]([CH2:36][OH:37])[CH2:34][C:33]([CH2:45][N:8]2[C:9]([C:10](=[O:19])[C:11]3[CH:12]=[C:13]([CH3:18])[CH:14]=[C:15]([CH3:17])[CH:16]=3)=[C:4]([CH:1]([CH3:3])[CH3:2])[C:5](=[O:21])[NH:6][C:7]2=[O:20])=[CH:32]1. Reported procedure: 5-Isopropyl-6-(3,5-dimethylbenzoyl)-2,4-pyrimidinedione and [3,4-di(t-butyldimethylsilyloxymethyl)cyclopent-1-en-1-yl]methyl bromide were reacted by the same method with example 28 to obtain the titled compound (74 mg).